Task: describe an organic reaction: reactants, conditions, products, and yield. Dataset: the Open Reaction Database (ORD), a public repository of structured organic reaction records Reactants: BrCC#C[Si](C)(C)C ((3-bromoprop-1-yn-1-yl)(trimethyl)silane), Cl (hydrochloric acid), FC(C1=NN(C(=C1)C(F)F)CC(=O)N1CCC(CC1)C=1SC=C(N1)C1=NOC(C1)C1=C(C=CC=C1)O)F (2-[3,5-bis(difluoromethyl)-1H-pyrazol-1-yl]-1-(4-{4-[5-(2-hydroxyphenyl)-4,5-dihydro-1,2-oxazol-3-yl]-1,3-thiazol-2-yl}piperidin-1-yl)ethanone), C([O-])([O-])=O.[K+].[K+] (potassium carbonate), [I-].[K+] (potassium iodide). Run in CN(C)C=O (DMF). Conditions: temperature 80 celsius. The product is FC(C1=NN(C(=C1)C(F)F)CC(=O)N1CCC(CC1)C=1SC=C(N1)C1=NOC(C1)C1=C(C=CC=C1)OCC#C[Si](C)(C)C)F (2-[3,5-bis(difluoromethyl)-1H-pyrazol-1-yl]-1-(4-{4-[5-(2-{[3-(trimethylsilyl)prop-2-yn-1-yl]oxy}phenyl)-4,5-dihydro-1,2-oxazol-3-yl]-1,3-thiazol-2-yl}piperidin-1-yl)ethanone). Yield: 4.4%. RXN SMILES: [F:1][CH:2]([F:37])[C:3]1[CH:7]=[C:6]([CH:8]([F:10])[F:9])[N:5]([CH2:11][C:12]([N:14]2[CH2:19][CH2:18][CH:17]([C:20]3[S:21][CH:22]=[C:23]([C:25]4[CH2:29][CH:28]([C:30]5[CH:35]=[CH:34][CH:33]=[CH:32][C:31]=5[OH:36])[O:27][N:26]=4)[N:24]=3)[CH2:16][CH2:15]2)=[O:13])[N:4]=1.C(=O)([O-])[O-].[K+].[K+].[I-].[K+].Br[CH2:47][C:48]#[C:49][Si:50]([CH3:53])([CH3:52])[CH3:51].Cl>CN(C=O)C>[F:37][CH:2]([F:1])[C:3]1[CH:7]=[C:6]([CH:8]([F:10])[F:9])[N:5]([CH2:11][C:12]([N:14]2[CH2:15][CH2:16][CH:17]([C:20]3[S:21][CH:22]=[C:23]([C:25]4[CH2:29][CH:28]([C:30]5[CH:35]=[CH:34][CH:33]=[CH:32][C:31]=5[O:36][CH2:47][C:48]#[C:49][Si:50]([CH3:53])([CH3:52])[CH3:51])[O:27][N:26]=4)[N:24]=3)[CH2:18][CH2:19]2)=[O:13])[N:4]=1 |f:1.2.3,4.5|. Procedure details: To a solution of 2-[3,5-bis(difluoromethyl)-1H-pyrazol-1-yl]-1-(4-{4-[5-(2-hydroxyphenyl)-4,5-dihydro-1,2-oxazol-3-yl]-1,3-thiazol-2-yl}piperidin-1-yl)ethanone (150 mg) and potassium carbonate (43 mg) in DMF (8 ml) are added, at room temperature, potassium iodide (19 mg) and (3-bromoprop-1-yn-1-yl)(trimethyl)silane (64 mg). The reaction mixture is stirred at 80° C. for 911. Then dilute hydrochloric acid is added to the mixture, which is extracted with ethyl acetate. The combined organic phases a... Starting materials: FC=1C=C(C=CC1)CC(=O)C1=C(C=CC=C1)O (2-(3-Fluorophenyl)-1-(2-hydroxyphenyl)ethanone), C(C)(=O)OC(C)=O (acetic anhydride), C(C)(=O)[O-].[Na+] (sodium acetate). Yields the product FC=1C=C(C=CC1)C1=C(OC2=CC=CC=C2C1=O)C (3-(3-fluorophenyl)-2-methyl-4H-chromen-4-one). Isolated yield 68.0%. Reaction SMILES: [F:1][C:2]1[CH:3]=[C:4]([CH2:8][C:9]([C:11]2[CH:16]=[CH:15][CH:14]=[CH:13][C:12]=2[OH:17])=[O:10])[CH:5]=[CH:6][CH:7]=1.[C:18](OC(=O)C)(=O)[CH3:19].C([O-])(=O)C.[Na+]>>[F:1][C:2]1[CH:3]=[C:4]([C:8]2[C:9](=[O:10])[C:11]3[C:12](=[CH:13][CH:14]=[CH:15][CH:16]=3)[O:17][C:18]=2[CH3:19])[CH:5]=[CH:6][CH:7]=1 |f:2.3|. Procedure: Intermediate 65 (1.50 g, 6.51 mmoles) was taken in a RB flask and to this acetic anhydride (15 ml) and sodium acetate (3.74 g, 45.60 mmoles) were added and the mixture was refluxed for 12 h. After cooling to RT, the reaction mixture was quenched by the addition of ice cold water. The solid formed was filtered and washed with water. The product was dried under vacuum to afford the title compound as colourless solid (1.1 g, 68% yield). 1H-NMR (δ ppm, DMSO-d6, 400 MHz): δ 8.05(dd, J=7.9,1.6 Hz, 1H)... The reactants are CC#N, COc1ccc(CCl)cc1, Ic1cn[nH]c1, [K+], [K+], O=C([O-])[O-]. The product is COc1ccc(Cn2cc(I)cn2)cc1. Reaction SMILES: [CH3:23][C:24]#[N:25].[Cl:7][CH2:8][c:9]1[cH:10][cH:11][c:12]([O:15][CH3:16])[cH:13][cH:14]1.[I:1][c:2]1[cH:3][n:4][nH:5][cH:6]1.[K+:17].[K+:18].[O-:19][C:20]([O-:21])=[O:22]>>[I:1][c:2]1[cH:3][n:4][n:5]([CH2:8][c:9]2[cH:10][cH:11][c:12]([O:15][CH3:16])[cH:13][cH:14]2)[cH:6]1. The reactants are C1CCOC1, COC(=O)C1CCCN1CC#N, [Li+], [OH-]. The product is N#CCN1CCCC1C(=O)O. RXN SMILES: [CH2:15]1[O:16][CH2:17][CH2:18][CH2:19]1.[CH3:1][O:2][C:3](=[O:4])[CH:5]1[N:6]([CH2:10][C:11]#[N:12])[CH2:7][CH2:8][CH2:9]1.[Li+:13].[OH-:14]>>[O:2]=[C:3]([OH:4])[CH:5]1[N:6]([CH2:10][C:11]#[N:12])[CH2:7][CH2:8][CH2:9]1. Reactants: CCO.CC(C)CN(C[C@H]([C@H](CC=1C=CC=CC1)NC(=O)O[C@H]2CO[C@@H]3[C@H]2CCO3)O)S(=O)(=O)C=4C=CC(=CC4)N (Darunavir Ethanolate), OCC(O)CO (glycerol). Run in O (Water). Run at temperature 115 celsius. Product: CC(C)CN(C[C@H]([C@H](CC=1C=CC=CC1)NC(=O)O[C@H]2CO[C@@H]3[C@H]2CCO3)O)S(=O)(=O)C=4C=CC(=CC4)N (Darunavir). Yield: 75.9%. RXN SMILES: CCO.[CH3:4][CH:5]([CH2:7][N:8]([S:32]([C:35]1[CH:36]=[CH:37][C:38]([NH2:41])=[CH:39][CH:40]=1)(=[O:34])=[O:33])[CH2:9][C@@H:10]([OH:31])[C@@H:11]([NH:19][C:20]([O:22][C@@H:23]1[C@@H:27]2[CH2:28][CH2:29][O:30][C@@H:26]2[O:25][CH2:24]1)=[O:21])[CH2:12][C:13]1[CH:14]=[CH:15][CH:16]=[CH:17][CH:18]=1)[CH3:6].OCC(CO)O>O>[CH3:6][CH:5]([CH2:7][N:8]([S:32]([C:35]1[CH:40]=[CH:39][C:38]([NH2:41])=[CH:37][CH:36]=1)(=[O:34])=[O:33])[CH2:9][C@@H:10]([OH:31])[C@@H:11]([NH:19][C:20]([O:22][C@@H:23]1[C@@H:27]2[CH2:28][CH2:29][O:30][C@@H:26]2[O:25][CH2:24]1)=[O:21])[CH2:12][C:13]1[CH:18]=[CH:17][CH:16]=[CH:15][CH:14]=1)[CH3:4] |f:0.1|. Procedure details: Darunavir Ethanolate (5.0 g) was suspended into glycerol (25 g), heated to 110-120° C. under vacuum and maintained for 30 min. Water (50 mL) was added to the cooled reaction mass at 25-35° C. under stirring and the obtained suspension was stirred for 30 min at 25-35° C. The separated solid was filtered and dried at 40-45° C. under vacuum to yield 3.5 g of amorphous Darunavir. The reactants are FC=1C=C(C(=O)N(C)C=2C=NC=CC2C2=C(C=C(C=C2)F)OC)C=C(C1)C(F)(F)F (3-Fluoro-N-[4-(4-fluoro-2-methoxy-phenyl)-pyridin-3-yl]-N-methyl-5-trifluoromethyl-benzamide), CN(S(=O)(=O)C=1C=C(C(=O)O)C=C(C1)C(F)(F)F)C (3-dimethylsulfamoyl-5-trifluoromethyl-benzoic acid). Reported procedure: The title compound was prepared in analogy to example 90, from [4-(4-fluoro-2-methoxy-phenyl)-pyridin-3-yl]-methyl-amine (example 129, intermediate) and 3-dimethylsulfamoyl-5-trifluoromethyl-benzoic acid (Buttpark Ltd.) after a reaction time of 65 hours. The compound was purified by silica gel chromatography on a 50 g column using a MPLC system eluting with EtOAc. Light brown foam (19%). MS (ESI): m/z=512.13 [M+H]+. Product: CN(S(=O)(=O)C=1C=C(C(=O)N(C)C=2C=NC=CC2C2=C(C=C(C=C2)F)OC)C=C(C1)C(F)(F)F)C (3-Dimethylsulfamoyl-N-[4-(4-fluoro-2-methoxy-phenyl)-pyridin-3-yl]-N-methyl-5-trifluoromethyl-benzamide). RXN SMILES: F[C:2]1[CH:3]=[C:4]([CH:24]=[C:25]([C:27]([F:30])([F:29])[F:28])[CH:26]=1)[C:5]([N:7]([C:9]1[CH:10]=[N:11][CH:12]=[CH:13][C:14]=1[C:15]1[CH:20]=[CH:19][C:18]([F:21])=[CH:17][C:16]=1[O:22][CH3:23])[CH3:8])=[O:6].[CH3:31][N:32]([CH3:49])[S:33](C1C=C(C=C(C(F)(F)F)C=1)C(O)=O)(=[O:35])=[O:34]>>[CH3:31][N:32]([CH3:49])[S:33]([C:2]1[CH:3]=[C:4]([CH:24]=[C:25]([C:27]([F:29])([F:30])[F:28])[CH:26]=1)[C:5]([N:7]([C:9]1[CH:10]=[N:11][CH:12]=[CH:13][C:14]=1[C:15]1[CH:20]=[CH:19][C:18]([F:21])=[CH:17][C:16]=1[O:22][CH3:23])[CH3:8])=[O:6])(=[O:35])=[O:34]. The reactants are C(CN(CC(=O)O)CC(=O)O)N(CCN(CC(=O)O)CC(=O)O)CC(=O)O (diethylenetriamine pentaacetic acid), C(=O)(O)CN(CCN([C@@H](CCC(=O)O)C(=O)O)CCN(CC(=O)O)CC(=O)O)CC(=O)O.CC(C)(C)OC([C@@H](N(CCN(CC(OC(C)(C)C)=O)CC(OC(C)(C)C)=O)CCN(CC(OC(C)(C)C)=O)CC(=O)OC(C)(C)C)CCC(=O)O)=O (N,N-Bis[2-[bis[2-(1,1-dimethylethoxy)-2-oxoethyl]amino]ethyl]L-glutamic acid 1-(1,1-dimethylethyl) ester N,N-bis[2-[bis(carboxymethyl)amino]ethyl]L-glutamic acid), diphenyl-DTPA, N1(CCN(CCN(CCN(CCCC1)CC(=O)O)CC(=O)O)CC(=O)O)CC(=O)O (1,4,7,10-tetraazacyclotetradecane-1,4,7,10-tetraacetic acid), C(CN(CC(=O)O)CC(=O)O)N(CC(=O)O)CC(=O)O (ethylenediaminetetraacetic acid), C(=O)(O)CN(CCN(CC(=O)O)CCN(CC(NC)=O)CC(=O)O)CC(NC)=O (N,N-bis[2-[(carboxymethyl)[(methylcarbamoyl)methyl]amino]ethyl]-glycine), N1(CCN(CCN(CCNCC1)CC(=O)O)CC(=O)O)CC(=O)O (1,4,7,10-teraazacyclododecane 1,4,7,-triacetic acid), C(=O)(O)CN(CCNCC(=O)O)CC(=O)O (2-[bis(carboxymethyl)amino]ethylglycine), dibenzyl DTPA, benzo-DTPA, phenyl-DTPA, N[C@@H](CCCCN)C(=O)O (Lys), C(CN(CC(=O)O)CC(=O)O)N(CCN(CC(=O)O)CC(=O)O)CC(=O)O (DTPA), OC(CN1CCN(CCN(CCN(CC1)CC(=O)O)CC(=O)O)CC(=O)O)C (10-(2-hydroxypropyl)-1,4,7,10-teraazacyclododecane 1,4,7,-triacetic acid), dibenzo-DTPA, benzyl-DTPA. Yields the product C(=O)(O)CN(C1(CN(CCN(C1)CC(=O)O)CC(=O)O)C)CC(=O)O (6-[bis(carboxymethyl)amino]tetrahydro-6-methyl-1H-1,4-diazepine-1,4(5H)-diacetic acid). RXN SMILES: [CH2:1]([N:12]([CH2:24][C:25]([OH:27])=[O:26])[CH2:13][CH2:14][N:15]([CH2:20][C:21]([OH:23])=[O:22])[CH2:16][C:17]([OH:19])=[O:18])[CH2:2][N:3]([CH2:8][C:9]([OH:11])=[O:10])[CH2:4]C(O)=O.[C:28](CN(CC(=O)NC)CCN(CCN(CC(O)=O)CC(=O)NC)CC(O)=O)(O)=O.C(CN(CC(O)=O)CCNCC(O)=O)(O)=O.C(CN(CC(O)=O)CCN(CCN(CC(O)=O)CC(O)=O)[C@H](C(O)=O)CCC(O)=O)(O)=O.CC(OC(=O)[C@H](CCC(O)=O)N(CCN(CC(OC(C)(C)C)=O)CC(=O)OC(C)(C)C)CCN(CC(=O)OC(C)(C)C)CC(=O)OC(C)(C)C)(C)C.N[C@H](C(O)=O)CCCCN.C(N(CC(O)=O)CC(O)=O)CN(CC(O)=O)CC(O)=O.N1(CC(O)=O)CCNCCN(CC(O)=O)CCN(CC(O)=O)CC1.N1(CC(O)=O)CCCCN(CC(O)=O)CCN(CC(O)=O)CCN(CC(O)=O)CC1.OC(C)CN1CCN(CC(O)=O)CCN(CC(O)=O)CCN(CC(O)=O)CC1>>[C:17]([CH2:16][N:15]([CH2:20][C:21]([OH:23])=[O:22])[C:14]1([CH3:28])[CH2:13][N:12]([CH2:24][C:25]([OH:27])=[O:26])[CH2:1][CH2:2][N:3]([CH2:8][C:9]([OH:11])=[O:10])[CH2:4]1)([OH:19])=[O:18] |f:3.4|. Reported procedure: Suitable chelating ligands include those discussed herein, particularly chelating ligands selected from the group consisting of: a polyaminopolycarboxylic acid and the derivative thereof, comprising, for example, diethylenetriamine pentaacetic acid (DTPA) and derivative thereof such as benzo-DTPA, dibenzo-DTPA, phenyl-DTPA, diphenyl-DTPA, benzyl-DTPA, dibenzyl DTPA; N,N-bis[2-[(carboxymethyl)[(methylcarbamoyl)methyl]amino]ethyl]-glycine (DTPA-BMA); N-[2-[bis(carboxymethyl)amino]-3-(4-ethoxypheny...